From a dataset of the Open Reaction Database (ORD), a public repository of structured organic reaction records. describe an organic reaction: reactants, conditions, products, and yield Starting materials: C(C)(=O)N1C(CC(CC1(C)C)NCCCC)(C)C (1-acetyl-4-n-butylamino-2,2,6,6-tetramethylpiperidine), CO (methanol), O (water), OO (hydrogen peroxide). The reagents and catalysts are [O-][W](=O)(=O)[O-].[Na+].[Na+] (sodium tungstate). Solvent: C(C)(=O)OCC (Ethyl acetate). Run at temperature 0 celsius, time 1 hour. Yields the product C(CC)C=[N+]([O-])C1CC(N(C(C1)(C)C)C(C)=O)(C)C (alpha-n-Propyl-N-(1-acetyl-2,2,6,6-tetramethylpiperidin-4-yl)nitrone). Isolated yield 37.0%. As a reaction SMILES: [C:1]([N:4]1[C:9]([CH3:11])([CH3:10])[CH2:8][CH:7]([NH:12][CH2:13][CH2:14][CH2:15][CH3:16])[CH2:6][C:5]1([CH3:18])[CH3:17])(=[O:3])[CH3:2].C[OH:20].O.OO>[O-][W]([O-])(=O)=O.[Na+].[Na+].C(OCC)(=O)C>[CH2:14]([CH:13]=[N+:12]([CH:7]1[CH2:6][C:5]([CH3:17])([CH3:18])[N:4]([C:1](=[O:3])[CH3:2])[C:9]([CH3:10])([CH3:11])[CH2:8]1)[O-:20])[CH2:15][CH3:16] |f:4.5.6|. Procedure: To a stirred mixture of 12.4 g (48.6 mmol) of 1-acetyl-4-n-butylamino-2,2,6,6-tetramethylpiperidine, 0.8 g (2.4 mmol) of sodium tungstate, 85 ml of methanol and 20 ml of water at 0° C. is added 19.9 ml (195 mmol) of 30% aqueous hydrogen peroxide. After stirring for one hour at 0° C., the reaction mixture is allowed to warm to room temperature and is stirred for an additional 2.5 hours. Ethyl acetate is added and the organic phase is then washed with water, and brine, dried over anhydrous sodium ...